describe an organic reaction: reactants, conditions, products, and yield From a dataset of the Open Reaction Database (ORD), a public repository of structured organic reaction records. The reactants are O=P(Cl)(Cl)Cl (POCl3), C(C)(C)(C)OC(N(C)[C@@H](C)C(N[C@H]1CNC2=C(N(C1=O)CC1=C(C=CC3=CC(=CC=C13)Br)OC)C=CC=C2)=O)=O ({(S)-1-[(S)-1-(6-bromo-2-methoxy-naphthalen-1-ylmethyl)-2-oxo-2,3,4,5-tetrahydro-1H-benzo[b][1,4]diazepin-3-ylcarbamoyl]-ethyl}-methyl-carbamic acid tert-butyl ester), C(C)(C)(C)OC(N(C)[C@@H](C)C(N[C@H]1CNC2=C(N(C1=O)CC1=C(C=CC3=CC(=CC=C13)Br)OC)C=CC=C2)=O)=O ({(S)-1-[(S)-1-(6-bromo-2-methoxy-naphthalen-1-ylmethyl)-2-oxo-2,3,4,5-tetrahydro-1H-benzo[b][1,4]diazepin-3-ylcarbamoyl]-ethyl}-methyl-carbamic acid tert-butyl ester), COC(C1=CC=C(C(=O)O)C=C1)=O (terephthalic acid monomethyl ester). Run in N1=CC=CC=C1 (pyridine). Run at temperature 0 celsius, time 10 minute. Product: COC(C1=CC=C(C=C1)C(=O)N1C2=C(N(C([C@H](C1)NC([C@H](C)N(C)C(=O)OC(C)(C)C)=O)=O)CC1=C(C=CC3=CC(=CC=C13)Br)OC)C=CC=C2)=O (4-{(S)-5-(6-Bromo-2-methoxy-naphthalen-1-ylmethyl)-3-[(S)-2-(tert-butoxycarbonyl-methyl-amino)-propionylamino]-4-oxo-2,3,4,5-tetrahydro-benzo[b][1,4]diazepine-1-carbonyl}-benzoic acid methyl ester). As a reaction SMILES: [C:1]([O:5][C:6](=[O:40])[N:7]([C@H:9]([C:11](=[O:39])[NH:12][C@@H:13]1[C:19](=[O:20])[N:18]([CH2:21][C:22]2[C:31]3[C:26](=[CH:27][C:28]([Br:32])=[CH:29][CH:30]=3)[CH:25]=[CH:24][C:23]=2[O:33][CH3:34])[C:17]2[CH:35]=[CH:36][CH:37]=[CH:38][C:16]=2[NH:15][CH2:14]1)[CH3:10])[CH3:8])([CH3:4])([CH3:3])[CH3:2].[CH3:41][O:42][C:43](=[O:53])[C:44]1[CH:52]=[CH:51][C:47]([C:48](O)=[O:49])=[CH:46][CH:45]=1.O=P(Cl)(Cl)Cl>N1C=CC=CC=1>[CH3:41][O:42][C:43](=[O:53])[C:44]1[CH:52]=[CH:51][C:47]([C:48]([N:15]2[CH2:14][C@H:13]([NH:12][C:11](=[O:39])[C@@H:9]([N:7]([C:6]([O:5][C:1]([CH3:2])([CH3:3])[CH3:4])=[O:40])[CH3:8])[CH3:10])[C:19](=[O:20])[N:18]([CH2:21][C:22]3[C:31]4[C:26](=[CH:27][C:28]([Br:32])=[CH:29][CH:30]=4)[CH:25]=[CH:24][C:23]=3[O:33][CH3:34])[C:17]3[CH:35]=[CH:36][CH:37]=[CH:38][C:16]2=3)=[O:49])=[CH:46][CH:45]=1. Reported procedure: To a solution of {(S)-1-[(S)-1-(6-bromo-2-methoxy-naphthalen-1-ylmethyl)-2-oxo-2,3,4,5-tetrahydro-1H-benzo[b][1,4]diazepin-3-ylcarbamoyl]-ethyl}-methyl-carbamic acid tert-butyl ester (Intermediate 11) (1.5 g, 2.455 mmol) in pyridine (20 mL) at 0° C. was added terephthalic acid monomethyl ester (884 mg, 4.91 mmol). The mixture was stirred for 10 min at 0° C. and POCl3 (0.472 mL, 5.155 mmol) was slowly added, the cooling bath removed and the mixture stirred at RT. After 16 h the mixture was evapor... Starting materials: CC(C)(C)[Si](C)(C)OC1CCC(n2ncc(I)c2Cl)CC1, C1CCOC1, COB1OC(C)(C)C(C)(C)O1, CC(C)[Mg+], [Cl-], [Cl-], [NH4+]. Yields the product CC1(C)OB(c2cnn(C3CCC(O[Si](C)(C)C(C)(C)C)CC3)c2Cl)OC1(C)C. Reaction SMILES: [C:1]([CH3:2])([CH3:3])([CH3:4])[Si:5]([O:6][CH:7]1[CH2:8][CH2:9][CH:10]([n:13]2[n:14][cH:15][c:16]([I:19])[c:17]2[Cl:18])[CH2:11][CH2:12]1)([CH3:20])[CH3:21].[CH2:22]1[O:23][CH2:24][CH2:25][CH2:26]1.[CH3:32][O:33][B:34]1[O:35][C:36]([CH3:41])([CH3:42])[C:37]([CH3:39])([CH3:40])[O:38]1.[CH:28]([Mg+:29])([CH3:30])[CH3:31].[Cl-:27].[Cl-:43].[NH4+:44]>>[C:1]([CH3:2])([CH3:3])([CH3:4])[Si:5]([O:6][CH:7]1[CH2:8][CH2:9][CH:10]([n:13]2[n:14][cH:15][c:16]([B:34]3[O:35][C:36]([CH3:41])([CH3:42])[C:37]([CH3:39])([CH3:40])[O:38]3)[c:17]2[Cl:18])[CH2:11][CH2:12]1)([CH3:20])[CH3:21].